This data is from the Open Reaction Database (ORD), a public repository of structured organic reaction records. The task is: describe an organic reaction: reactants, conditions, products, and yield Starting materials: C(C1=CC=CC=C1)N1C(SC(C1=O)=C1SC2=C(N1C)C=C(C=C2)OCCCl)=NC=2C=C(C=CC2NCC)NC(CN(C)C)=O (N-(3-{3-benzyl-5-[5-(2-chloroethoxy)-3-methyl-3H-benzothiazol-2-ylidene]-4-oxothiazolidin-2-ylideneamino}-4-ethylaminophenyl)-2-dimethylaminoacetamide), CN(C)C=O (DMF), [N-]=[N+]=[N-].[Na+] (sodium azide), [I-].[Na+] (sodium iodide). Run in CCOC(=O)C (EtOAc). Run at temperature 70 celsius. The product is N(=[N+]=[N-])CCOC=1C=CC2=C(N(C(S2)=C2C(N(C(S2)=NC=2C=C(C=CC2NCC)NC(CN(C)C)=O)CC2=CC=CC=C2)=O)C)C1 (N-(3-{5-[5-(2-azidoethoxy)-3-methyl-3H-benzothiazol-2-ylidene]-3-benzyl-4-oxothiazolidin-2-ylideneamino}-4-ethylaminophenyl)-2-dimethylaminoacetamide). RXN SMILES: [CH2:1]([N:8]1[C:12](=[O:13])[C:11](=[C:14]2[N:18]([CH3:19])[C:17]3[CH:20]=[C:21]([O:24][CH2:25][CH2:26]Cl)[CH:22]=[CH:23][C:16]=3[S:15]2)[S:10][C:9]1=[N:28][C:29]1[CH:30]=[C:31]([NH:38][C:39](=[O:44])[CH2:40][N:41]([CH3:43])[CH3:42])[CH:32]=[CH:33][C:34]=1[NH:35][CH2:36][CH3:37])[C:2]1[CH:7]=[CH:6][CH:5]=[CH:4][CH:3]=1.CN(C=O)C.[N-:50]=[N+:51]=[N-:52].[Na+].[I-].[Na+]>CCOC(C)=O>[N:50]([CH2:26][CH2:25][O:24][C:21]1[CH:22]=[CH:23][C:16]2[S:15][C:14](=[C:11]3[S:10][C:9](=[N:28][C:29]4[CH:30]=[C:31]([NH:38][C:39](=[O:44])[CH2:40][N:41]([CH3:43])[CH3:42])[CH:32]=[CH:33][C:34]=4[NH:35][CH2:36][CH3:37])[N:8]([CH2:1][C:2]4[CH:7]=[CH:6][CH:5]=[CH:4][CH:3]=4)[C:12]3=[O:13])[N:18]([CH3:19])[C:17]=2[CH:20]=1)=[N+:51]=[N-:52] |f:2.3,4.5|. Procedure details: To a 50 mL flask was added the product of Example 145 (225 mg, 345 μmol), anhydrous DMF (8 mL), sodium azide (112 mg, 1.73 mmol), and sodium iodide (15 mg, 103 μmol). The reaction slurry was heated at 70° C. for 6 h under N2. The reaction mixture was diluted with EtOAc (70 mL), washed with H2O (2×30 mL), dried over Na2SO4, filtered, and concentrated under reduced pressure to provide the title compound. MS(ESI): 658(MH+). Starting materials: FC(C(=O)O)(F)F (trifluoroacetic acid), Cl.O1CCOCC1 (hydrogen chloride dioxane), suspension, C(C1=CC=CC=C1)(=O)NC1=C(C(=O)O)C=CC(=C1)N1C=NC2=C1C=CC=C2 (2-(benzamido)-4-(1H-benzimidazol-1-yl)benzoic acid). Solvent: C(C)(=O)OCC (ethyl acetate). Run at time 10 minute. Yields the product Cl.C(C1=CC=CC=C1)(=O)NC1=C(C(=O)O)C=CC(=C1)N1C=NC2=C1C=CC=C2 (2-(benzamido)-4-(1H-benzimidazol-1-yl)benzoic acid hydrochloride). RXN SMILES: FC(F)(F)C(O)=O.[ClH:8].O1CCOCC1.[C:15]([NH:23][C:24]1[CH:32]=[C:31]([N:33]2[C:37]3[CH:38]=[CH:39][CH:40]=[CH:41][C:36]=3[N:35]=[CH:34]2)[CH:30]=[CH:29][C:25]=1[C:26]([OH:28])=[O:27])(=[O:22])[C:16]1[CH:21]=[CH:20][CH:19]=[CH:18][CH:17]=1>C(OCC)(=O)C>[ClH:8].[C:15]([NH:23][C:24]1[CH:32]=[C:31]([N:33]2[C:37]3[CH:38]=[CH:39][CH:40]=[CH:41][C:36]=3[N:35]=[CH:34]2)[CH:30]=[CH:29][C:25]=1[C:26]([OH:28])=[O:27])(=[O:22])[C:16]1[CH:17]=[CH:18][CH:19]=[CH:20][CH:21]=1 |f:1.2,5.6|. Reported procedure: 0.5 mL of trifluoroacetic acid and 0.01 mL of 4.0 mol/L hydrogen chloride/dioxane were added to 1.0 mL suspension containing 15 mg of 2-(benzamido)-4-(1H-benzimidazol-1-yl)benzoic acid in ethyl acetate sequentially while ice-cooled and stirred at the same temperature for 10 minutes. A solid substance was separated by filtration to obtain 12 mg of 2-(benzamido)-4-(1H-benzimidazol-1-yl)benzoic acid hydrochloride as white solid. Starting materials: Cc1ccccc1, [H][H], CC(C)(C)OC(=O)NCCOCCN=[N+]=[N-]. Yields the product CC(C)(C)OC(=O)NCCOCCN. As a reaction SMILES: [CH3:19][c:20]1[cH:21][cH:22][cH:23][cH:24][cH:25]1.[H:17][H:18].[N:1](=[N+:2]=[N-:3])[CH2:4][CH2:5][O:6][CH2:7][CH2:8][NH:9][C:10]([O:11][C:12]([CH3:13])([CH3:14])[CH3:15])=[O:16]>>[NH2:1][CH2:4][CH2:5][O:6][CH2:7][CH2:8][NH:9][C:10]([O:11][C:12]([CH3:13])([CH3:14])[CH3:15])=[O:16].